From a dataset of the Open Reaction Database (ORD), a public repository of structured organic reaction records. describe an organic reaction: reactants, conditions, products, and yield The reactants are C(C=C)OC(=O)N([C@@H](CC1=CC=C(C=C1)OC(OCC=C)=O)CO[Si](C(C)C)(C(C)C)C(C)C)CC1=CC(=C(C(=C1)OCC=C)Br)OCC=C (Carbonic acid allyl ester 4-[(S)-2-[allyloxycarbonyl-(3,5-bis-allyloxy-4-bromo-benzyl)-amino]-3-(triisopropyl-silanyloxy)-propyl]-phenyl ester), high density polyethylene, N1=CC=CC=C1.F (hydrogen fluoride-pyridine), [Cl-].[NH4+] (ammonium chloride). The solvent is C1CCOC1 (THF). The product is C(C=C)OC(=O)N([C@@H](CC1=CC=C(C=C1)OC(OCC=C)=O)CO)CC1=CC(=C(C(=C1)OCC=C)Br)OCC=C (Carbonic acid allyl ester 4-{(S)-2-[allyloxycarbonyl-(3,5-bis-allyloxy-4-bromo-benzyl)-amino]-3-hydroxy-propyl}-phenyl ester). Yield: 93.6%. Reaction SMILES: [CH2:1]([O:4][C:5]([N:7]([CH2:35][C:36]1[CH:41]=[C:40]([O:42][CH2:43][CH:44]=[CH2:45])[C:39]([Br:46])=[C:38]([O:47][CH2:48][CH:49]=[CH2:50])[CH:37]=1)[C@H:8]([CH2:23][O:24][Si](C(C)C)(C(C)C)C(C)C)[CH2:9][C:10]1[CH:15]=[CH:14][C:13]([O:16][C:17](=[O:22])[O:18][CH2:19][CH:20]=[CH2:21])=[CH:12][CH:11]=1)=[O:6])[CH:2]=[CH2:3].N1C=CC=CC=1.F.[Cl-].[NH4+]>C1COCC1>[CH2:1]([O:4][C:5]([N:7]([CH2:35][C:36]1[CH:37]=[C:38]([O:47][CH2:48][CH:49]=[CH2:50])[C:39]([Br:46])=[C:40]([O:42][CH2:43][CH:44]=[CH2:45])[CH:41]=1)[C@H:8]([CH2:23][OH:24])[CH2:9][C:10]1[CH:15]=[CH:14][C:13]([O:16][C:17](=[O:22])[O:18][CH2:19][CH:20]=[CH2:21])=[CH:12][CH:11]=1)=[O:6])[CH:2]=[CH2:3] |f:1.2,3.4|. Reported procedure: To 24 (1.15 g, 1.49 mmol, 1.0 equiv) in THF (20 mL) in a high density polyethylene vial was added hydrogen fluoride-pyridine (1 mL) once an hour for 4 hours (4 mL total), after which time saturated aqueous ammonium chloride was added and the THF was removed under reduced pressure. The remaining solution was extracted with CH2Cl2. The organics were combined, washed with brine, dried over Na2SO4, and concentrated. Purification by flash chromatography (20→60% EtOAc/hexane) afforded 25 (0.86 g, 94%)... Starting materials: ClCCl, OCCCSc1cccc(CO)c1. Yields the product O=Cc1cccc(SCCCO)c1. Reaction SMILES: [Cl:14][CH2:15][Cl:16].[OH:1][CH2:2][c:3]1[cH:4][c:5]([S:9][CH2:10][CH2:11][CH2:12][OH:13])[cH:6][cH:7][cH:8]1>>[O:1]=[CH:2][c:3]1[cH:4][c:5]([S:9][CH2:10][CH2:11][CH2:12][OH:13])[cH:6][cH:7][cH:8]1. Reactants: O=C([O-])[O-], CCI, CCC(C)=O, CCOCC, CCCCCC, CCCOc1cc(CNc2c([N+](=O)[O-])n[nH]c(=O)c2Cl)ccc1OC, [K+], [K+]. Yields the product CCCOc1cc(CNc2c([N+](=O)[O-])nn(CC)c(=O)c2Cl)ccc1OC. RXN SMILES: [C:29](=[O:30])([O-:31])[O-:32].[CH2:26]([CH3:27])[I:28].[CH2:35]([C:36]([CH3:37])=[O:38])[CH3:39].[CH2:46]([O:47][CH2:48][CH3:49])[CH3:50].[CH3:40][CH2:41][CH2:42][CH2:43][CH2:44][CH3:45].[Cl:1][c:2]1[c:3](=[O:25])[nH:4][n:5][c:6]([N+:22](=[O:23])[O-:24])[c:7]1[NH:8][CH2:9][c:10]1[cH:11][c:12]([O:18][CH2:19][CH2:20][CH3:21])[c:13]([O:16][CH3:17])[cH:14][cH:15]1.[K+:33].[K+:34]>>[Cl:1][c:2]1[c:3](=[O:25])[n:4]([CH2:26][CH3:27])[n:5][c:6]([N+:22](=[O:23])[O-:24])[c:7]1[NH:8][CH2:9][c:10]1[cH:11][c:12]([O:18][CH2:19][CH2:20][CH3:21])[c:13]([O:16][CH3:17])[cH:14][cH:15]1. Reactants: FC1(CCC(CC1)C1=C(C(=NC=2CC(C[C@@H](C12)O)(C)C)C1CCN(CC1)C1=NC=C(C=N1)OCCC(C)(C)O)[C@H](C1=CC=C(C=C1)C(F)(F)F)F)F ((5S)-4-(4,4-Difluorocyclohexyl)-3-{(S)-fluoro[4-(trifluoromethyl)phenyl]methyl}-2-{1-[5-(3-hydroxy-3-methylbutoxy)pyrimidin-2-yl]piperidin-4-yl}-7,7-dimethyl-5,6,7,8-tetrahydroquinolin-5-ol), C(\C=C\C(=O)O)(=O)O (fumaric acid), CC(=O)C (acetone). Solvent: O (water). Product: C(\C=C\C(=O)O)(=O)O.FC1(CCC(CC1)C1=C(C(=NC=2CC(C[C@@H](C12)O)(C)C)C1CCN(CC1)C1=NC=C(C=N1)OCCC(C)(C)O)[C@H](C1=CC=C(C=C1)C(F)(F)F)F)F.FC1(CCC(CC1)C1=C(C(=NC=2CC(C[C@@H](C12)O)(C)C)C1CCN(CC1)C1=NC=C(C=N1)OCCC(C)(O)C)[C@@H](F)C1=CC=C(C=C1)C(F)(F)F)F ((5S)-4-(4,4-Difluorocyclohexyl)-3-{(S)-fluoro[4-(trifluoromethyl)phenyl]methyl}-2-{1-[5-(3-hydroxy-3-methylbutoxy)pyrimidin-2-yl]piperidin-4-yl}-7,7-dimethyl-5,6,7,8-tetrahydroquinolin-5-ol hemifumarate). Isolated yield 83.2%. As a reaction SMILES: [F:1][C:2]1([F:52])[CH2:7][CH2:6][CH:5]([C:8]2[C:17]3[C@@H:16]([OH:18])[CH2:15][C:14]([CH3:20])([CH3:19])[CH2:13][C:12]=3[N:11]=[C:10]([CH:21]3[CH2:26][CH2:25][N:24]([C:27]4[N:32]=[CH:31][C:30]([O:33][CH2:34][CH2:35][C:36]([OH:39])([CH3:38])[CH3:37])=[CH:29][N:28]=4)[CH2:23][CH2:22]3)[C:9]=2[C@@H:40]([F:51])[C:41]2[CH:46]=[CH:45][C:44]([C:47]([F:50])([F:49])[F:48])=[CH:43][CH:42]=2)[CH2:4][CH2:3]1.[C:53]([OH:60])(=[O:59])/[CH:54]=[CH:55]/[C:56]([OH:58])=[O:57].CC(C)=O>O>[C:53]([OH:60])(=[O:59])/[CH:54]=[CH:55]/[C:56]([OH:58])=[O:57].[F:52][C:2]1([F:1])[CH2:3][CH2:4][CH:5]([C:8]2[C:17]3[C@@H:16]([OH:18])[CH2:15][C:14]([CH3:19])([CH3:20])[CH2:13][C:12]=3[N:11]=[C:10]([CH:21]3[CH2:22][CH2:23][N:24]([C:27]4[N:32]=[CH:31][C:30]([O:33][CH2:34][CH2:35][C:36]([OH:39])([CH3:37])[CH3:38])=[CH:29][N:28]=4)[CH2:25][CH2:26]3)[C:9]=2[C@@H:40]([F:51])[C:41]2[CH:46]=[CH:45][C:44]([C:47]([F:48])([F:50])[F:49])=[CH:43][CH:42]=2)[CH2:6][CH2:7]1.[F:52][C:2]1([F:1])[CH2:3][CH2:4][CH:5]([C:8]2[C:17]3[C@@H:16]([OH:18])[CH2:15][C:14]([CH3:19])([CH3:20])[CH2:13][C:12]=3[N:11]=[C:10]([CH:21]3[CH2:22][CH2:23][N:24]([C:27]4[N:32]=[CH:31][C:30]([O:33][CH2:34][CH2:35][C:36]([CH3:37])([OH:39])[CH3:38])=[CH:29][N:28]=4)[CH2:25][CH2:26]3)[C:9]=2[C@H:40]([C:41]2[CH:42]=[CH:43][C:44]([C:47]([F:48])([F:49])[F:50])=[CH:45][CH:46]=2)[F:51])[CH2:6][CH2:7]1 |f:4.5.6|. Reported procedure: To 40.0 mg (0.054 mmol) of (5S)-4-(4,4-Difluorocyclohexyl)-3-{(S)-fluoro[4-(trifluoromethyl)phenyl]methyl}-2-{1-[5-(3-hydroxy-3-methylbutoxy)pyrimidin-2-yl]piperidin-4-yl}-7,7-dimethyl-5,6,7,8-tetrahydroquinolin-5-ol, which was prepared by a method similar to that of Reference Example 16, and 3.3 mg (0.028 mmol) of fumaric acid, 0.08 ml of acetone and 0.008 ml of ultrapure water were added, and the reaction mixture was stirred at room temperature to obtain a homogeneous solution. Subsequently, a... The reactants are C(C)OC1=CC=C(C(=N1)/C=C/N(C)C)[N+](=O)[O-] ((E)-2-(6-ethoxy-3-nitropyridin-2-yl)-N,N-dimethylethenamine), I(=O)(=O)(=O)[O-].[Na+] (sodium periodate). Solvent: O1CCCC1 (tetrahydrofuran), O (water). Conditions: time 8 hour. Yields the product C(C)OC1=CC=C(C(=N1)C=O)[N+](=O)[O-] (6-ethoxy-3-nitropicolinaldehyde). The yield is 88.0%. Reaction SMILES: [CH2:1]([O:3][C:4]1[N:9]=[C:8](/[CH:10]=C/N(C)C)[C:7]([N+:15]([O-:17])=[O:16])=[CH:6][CH:5]=1)[CH3:2].I([O-])(=O)(=O)=[O:19].[Na+]>O1CCCC1.O>[CH2:1]([O:3][C:4]1[N:9]=[C:8]([CH:10]=[O:19])[C:7]([N+:15]([O-:17])=[O:16])=[CH:6][CH:5]=1)[CH3:2] |f:1.2|. Reported procedure: To a stirred solution of the compound prepared in Example 422 (2.2 g) in tetrahydrofuran (40 mL) was added sodium periodate (5.95 g) in water (40 mL). The mixture was stirred at room temperature overnight. The suspended inorganic solids were filtered out, washed with tetrahydrofuran and the filtrate evaporated in vacuo. The residue was taken in small amount of water and extracted with chloroform, dried, evaporated in vacuo to a brown oil and further dried under high vacuum to afford the title co... The reactants are CC1=C(C=CC=C1[N+](=O)[O-])CC(=O)O (2-methyl-3-nitrophenylacetic acid), S(=O)(Cl)Cl (thionyl chloride), C([O-])([O-])=O.[Na+].[Na+] (sodium carbonate), C1(=CC=CC=C1)C (toluene), C(CC)NCCC (di-n-propylamine). Solvent: O (water). Conditions: time 30 minute. The product is CC1=C(C=CC=C1[N+](=O)[O-])CC(=O)N(CCC)CCC (2-methyl-3-nitrophenyl-N,N-di-n-propylacetamide). RXN SMILES: [CH3:1][C:2]1[C:7]([N+:8]([O-:10])=[O:9])=[CH:6][CH:5]=[CH:4][C:3]=1[CH2:11][C:12]([OH:14])=O.S(Cl)(Cl)=O.C(=O)([O-])[O-].[Na+].[Na+].C1(C)C=CC=CC=1.[CH2:32]([NH:35][CH2:36][CH2:37][CH3:38])[CH2:33][CH3:34]>O>[CH3:1][C:2]1[C:7]([N+:8]([O-:10])=[O:9])=[CH:6][CH:5]=[CH:4][C:3]=1[CH2:11][C:12]([N:35]([CH2:36][CH2:37][CH3:38])[CH2:32][CH2:33][CH3:34])=[O:14] |f:2.3.4|. Reported procedure: A mixture of 22.0 g (0.105 mole) of 2-methyl-3-nitrophenylacetic acid and 25 cc of thionyl chloride was slowly heated to 75° and the copious evolution of gasses allowed to moderate. The temperature was raised and the solution was refluxed for 1 hour. The reaction was concentrated in vacuo. The residual straw-colored syrup was chased several times with dry toluene, diluted with 100 cc of dry toluene and added to a cool (10°) mixture of 13 g of sodium carbonate in 150 cc of water and 150 cc of tol... Starting materials: O=C([O-])O, CO, Cl, O=[N+]([O-])c1ccccc1N1CCCCC1, [Na+], Cl[Sn]Cl. As a reaction SMILES: [C:20](=[O:21])([OH:22])[O-:23].[CH3:25][OH:26].[ClH:1].[N+:5]([O-:6])(=[O:7])[c:8]1[c:9]([N:14]2[CH2:15][CH2:16][CH2:17][CH2:18][CH2:19]2)[cH:10][cH:11][cH:12][cH:13]1.[Na+:24].[Sn:2]([Cl:3])[Cl:4]>>[NH2:5][c:8]1[c:9]([N:14]2[CH2:15][CH2:16][CH2:17][CH2:18][CH2:19]2)[cH:10][cH:11][cH:12][cH:13]1. Yields the product Nc1ccccc1N1CCCCC1.